This data is from the Open Reaction Database (ORD), a public repository of structured organic reaction records. The task is: describe an organic reaction: reactants, conditions, products, and yield Starting materials: CO, CC(C)(C)[O-], CC(=O)O, ClC(Cl)Cl, CN(C)C=O, [K+], O=[N+]([O-])c1cccs1. Product: O=[N+]([O-])c1sccc1C(Cl)Cl. As a reaction SMILES: [CH3:19][OH:20].[CH3:1][C:2]([CH3:3])([O-:4])[CH3:5].[CH3:26][C:27](=[O:28])[OH:29].[CH:15]([Cl:16])([Cl:17])[Cl:18].[CH:21]([N:22]([CH3:23])[CH3:24])=[O:25].[K+:6].[N+:7](=[O:8])([O-:9])[c:10]1[s:11][cH:12][cH:13][cH:14]1>>[N+:7](=[O:8])([O-:9])[c:10]1[s:11][cH:12][cH:13][c:14]1[CH:15]([Cl:16])[Cl:17]. Starting materials: CC(=O)Nc1ccc(OC(=O)c2ccccc2)cc1O, CN1CCCC1=O, CC1(COS(=O)(=O)c2cccc([N+](=O)[O-])c2)CO1. Yields the product CC(=O)Nc1ccc(OC(=O)c2ccccc2)cc1OCC1(C)CO1. Reaction SMILES: [C:1]([c:2]1[cH:3][cH:4][cH:5][cH:6][cH:7]1)(=[O:8])[O:9][c:10]1[cH:11][c:12]([OH:20])[c:13]([NH:16][C:17]([CH3:18])=[O:19])[cH:14][cH:15]1.[CH3:39][N:40]1[C:41](=[O:42])[CH2:43][CH2:44][CH2:45]1.[N+:21]([c:22]1[cH:23][c:24]([S:25]([O:26][CH2:34][C:35]2([CH3:38])[O:36][CH2:37]2)(=[O:27])=[O:28])[cH:29][cH:30][cH:31]1)([O-:32])=[O:33]>>[C:1]([c:2]1[cH:3][cH:4][cH:5][cH:6][cH:7]1)(=[O:8])[O:9][c:10]1[cH:11][c:12]([O:20][CH2:34][C:35]2([CH3:38])[O:36][CH2:37]2)[c:13]([NH:16][C:17]([CH3:18])=[O:19])[cH:14][cH:15]1. Reactants: C1CCOC1, CCOC(C)=O, NCCO, CC1(C)C(C(=O)c2cn(CC3CCOCC3)c3ccc(C(=O)O)cc23)C1(C)C. Product: CC1(C)C(C(=O)c2cn(CC3CCOCC3)c3ccc(C(=O)NCCO)cc23)C1(C)C. RXN SMILES: [CH2:39]1[O:40][CH2:41][CH2:42][CH2:43]1.[CH3:33][CH2:34][O:35][C:36]([CH3:37])=[O:38].[NH2:29][CH2:30][CH2:31][OH:32].[O:1]1[CH2:2][CH2:3][CH:4]([CH2:7][n:8]2[cH:9][c:10]([C:20](=[O:21])[CH:22]3[C:23]([CH3:27])([CH3:28])[C:24]3([CH3:25])[CH3:26])[c:11]3[cH:12][c:13]([C:17](=[O:18])[OH:19])[cH:14][cH:15][c:16]23)[CH2:5][CH2:6]1>>[O:1]1[CH2:2][CH2:3][CH:4]([CH2:7][n:8]2[cH:9][c:10]([C:20](=[O:21])[CH:22]3[C:23]([CH3:27])([CH3:28])[C:24]3([CH3:25])[CH3:26])[c:11]3[cH:12][c:13]([C:17](=[O:18])[NH:29][CH2:30][CH2:31][OH:32])[cH:14][cH:15][c:16]23)[CH2:5][CH2:6]1. Starting materials: C(C1=CC=CC=C1)Br (benzyl bromide), C(CC(O)(C(=O)O)CC(=O)O)(=O)O (citric acid), C[Si](N[Si](C)(C)C)(C)C.[Li] (LiHMDS), CC(C)[C@@H]1N(C(OC1)=O)C(CC)=O ((4S)-(1-methylethyl)-3-(1-oxopropyl)-2-oxazolidinone), resultant solution, C[Si](N[Si](C)(C)C)(C)C.[Li] (lithium hexamethyl-disilazane), resultant mixture. Solvent: C1CCOC1 (THF), C1CCOC1 (THF). Conditions: time 30 minute. Product: CC(C)[C@@H]1N(C(OC1)=O)C([C@@H](CC1=CC=CC=C1)C)=O (4(S)-(1-methylethyl)-3-(2(R)-methyl-1-oxo-3-phenylpropyl)-2-oxazolidinone). The yield is 86.1%. As a reaction SMILES: C[Si](C)(C)N[Si](C)(C)C.[Li].[CH3:11][CH:12]([C@H:14]1[CH2:18][O:17][C:16](=[O:19])[N:15]1[C:20](=[O:23])[CH2:21][CH3:22])[CH3:13].[CH2:24](Br)[C:25]1[CH:30]=[CH:29][CH:28]=[CH:27][CH:26]=1.C(O)(=O)CC(CC(O)=O)(C(O)=O)O>C1COCC1>[CH3:13][CH:12]([C@H:14]1[CH2:18][O:17][C:16](=[O:19])[N:15]1[C:20](=[O:23])[C@H:21]([CH3:22])[CH2:24][C:25]1[CH:30]=[CH:29][CH:28]=[CH:27][CH:26]=1)[CH3:11] |f:0.1,^1:9|. Reported procedure: A solution of lithium hexamethyl-disilazane (LiHMDS, 1.0M in THF, 120 mL, 120 mmol) was added to dry THF (300 mL). The resultant solution was cooled to 0°. Meanwhile, a solution of (4S)-(1-methylethyl)-3-(1-oxopropyl)-2-oxazolidinone (20.9 g, 113 mmol) in dry THF (200 mL) was cooled to 0°, and then cannulated into the LiHMDS solution. After 30 min at 0°, benzyl bromide (13.4 mL, 113 mmol) was added. The resultant mixture was stirred at 0° for 2 h and then allowed to warm to room temperature. The... The reactants are CC#N, O=C=NC(=O)c1cc(F)c(F)cc1Cl, Cl, Nc1nnc(-c2sccc2N)o1. Yields the product Nc1nnc(-c2sccc2NC(=O)NC(=O)c2cc(F)c(F)cc2Cl)o1. Reaction SMILES: [CH3:28][C:29]#[N:30].[Cl:14][c:15]1[c:16]([C:17](=[O:18])[N:19]=[C:20]=[O:21])[cH:22][c:23]([F:27])[c:24]([F:26])[cH:25]1.[ClH:1].[NH2:2][c:3]1[c:4](-[c:8]2[n:9][n:10][c:11]([NH2:13])[o:12]2)[s:5][cH:6][cH:7]1>>[NH:2]([c:3]1[c:4](-[c:8]2[n:9][n:10][c:11]([NH2:13])[o:12]2)[s:5][cH:6][cH:7]1)[C:20]([NH:19][C:17]([c:16]1[c:15]([Cl:14])[cH:25][c:24]([F:26])[c:23]([F:27])[cH:22]1)=[O:18])=[O:21]. Starting materials: BrB(Br)Br (tribromoborane), FC=1C=C2/C(/CCOC2=CC1C#N)=C/OC ((4E)-6-fluoro-4-(methyoxymethylidene)-3,4-dihydro-2H-chromene-7-carbonitrile), C([O-])(O)=O.[Na+] (sodium bicarbonate). Solvent: ClCCl (dichloromethane). Run at temperature -78 celsius, time 30 minute. Yields the product FC=1C=C2C(CCOC2=CC1C#N)C=O (6-Fluoro-4-formyl-3,4-dihydro-2H-chromene-7-carbonitrile). As a reaction SMILES: [F:1][C:2]1[CH:3]=[C:4]2[C:9](=[CH:10][C:11]=1[C:12]#[N:13])[O:8][CH2:7][CH2:6]/[C:5]/2=[CH:14]\[O:15]C.BrB(Br)Br.C(=O)(O)[O-].[Na+]>ClCCl>[F:1][C:2]1[CH:3]=[C:4]2[C:9](=[CH:10][C:11]=1[C:12]#[N:13])[O:8][CH2:7][CH2:6][CH:5]2[CH:14]=[O:15] |f:2.3|. Procedure: (4E)-6-fluoro-4-(methyoxymethylidene)-3,4-dihydro-2H-chromene-7-carbonitrile (38 mg, 0.17 mmol) was dissolved in dichloromethane (6 mL). The solution was cooled to −78° C. To above solution was added tribromoborane (260 μL, 1 M, 0.26 mmol) dropwise. The reaction was stirred for 30 min at −78° C. To the reaction mixture was added saturated sodium bicarbonate, extracted with dichloromethane (2×20 mL). The organic phase was washed with brine (5 mL), dried over anhydrous Na2SO4, filtered, concentrat... The reactants are COC=1C=CC2=C(OC(CO2)CN)C1 (2,3-Dihydro-7-methoxy-1,4-benzodioxin-2-methanamine), [I-].[Na+] (sodium iodide), ClCCCOC1=CC=C2C=CC(OC2=C1)=O (7-(3-chloropropoxy)coumarin), C(C)(C)N(CC)C(C)C (diisopropylethylamine). Run in CN(C)C=O (DMF). Reaction conditions: temperature 100 celsius. Yields the product COC=1C=CC2=C(OC(CO2)CNCCCOC2=CC3=C(C=CC(O3)=O)C=C2)C1 (7-[3-[[(2,3-Dihydro-7-methoxy-1,4-benzodioxin-2-yl)methyl]amino]propoxy]-2H-1-benzopyran-2-one). Yield: 40.3%. RXN SMILES: [CH3:1][O:2][C:3]1[CH:4]=[CH:5][C:6]2[O:11][CH2:10][CH:9]([CH2:12][NH2:13])[O:8][C:7]=2[CH:14]=1.Cl[CH2:16][CH2:17][CH2:18][O:19][C:20]1[CH:29]=[C:28]2[C:23]([CH:24]=[CH:25][C:26](=[O:30])[O:27]2)=[CH:22][CH:21]=1.C(N(C(C)C)CC)(C)C.[I-].[Na+]>CN(C=O)C>[CH3:1][O:2][C:3]1[CH:4]=[CH:5][C:6]2[O:11][CH2:10][CH:9]([CH2:12][NH:13][CH2:16][CH2:17][CH2:18][O:19][C:20]3[CH:21]=[CH:22][C:23]4[CH:24]=[CH:25][C:26](=[O:30])[O:27][C:28]=4[CH:29]=3)[O:8][C:7]=2[CH:14]=1 |f:3.4|. Reported procedure: 2,3-Dihydro-7-methoxy-1,4-benzodioxin-2-methanamine (3.8 g, 20 mmole), 7-(3-chloropropoxy)coumarin (4.8 g, 20 mmole), diisopropylethylamine (2.6 g, 20 mmole) and sodium iodide (5.0 g, 33 mmole) were combined in 200 ml of DMF and heated at 100° C. for 24 hours under a nitrogen atmosphere. The solvent was then removed and replaced with 500 ml of dichloromethane. The mixture was washed with 300 ml portions of saturated aqueous sodium bicarbonate, with saturated aqueous sodium chloride, dried over s...